This data is from the Open Reaction Database (ORD), a public repository of structured organic reaction records. The task is: describe an organic reaction: reactants, conditions, products, and yield Reactants: C1=CCNC1, CN(C)C=O, CN1Cc2c(-c3noc(CCl)n3)ncn2-c2ccccc2C1=O. Product: CN1Cc2c(-c3noc(CN4CC=CC4)n3)ncn2-c2ccccc2C1=O. RXN SMILES: [CH2:24]1[NH:25][CH2:26][CH:27]=[CH:28]1.[CH3:29][N:30]([CH3:31])[CH:32]=[O:33].[Cl:1][CH2:2][c:3]1[n:4][c:5](-[c:8]2[n:9][cH:10][n:11]3[c:12]2[CH2:13][N:14]([CH3:23])[C:15](=[O:22])[c:16]2[c:17]-3[cH:18][cH:19][cH:20][cH:21]2)[n:6][o:7]1>>[CH2:2]([c:3]1[n:4][c:5](-[c:8]2[n:9][cH:10][n:11]3[c:12]2[CH2:13][N:14]([CH3:23])[C:15](=[O:22])[c:16]2[c:17]-3[cH:18][cH:19][cH:20][cH:21]2)[n:6][o:7]1)[N:25]1[CH2:24][CH:28]=[CH:27][CH2:26]1. Starting materials: C(C)(C)(C)OC(=O)N1[C@H](C(=O)O)CC(C1)=C (1-(tert-butoxycarbonyl)-4-methyleneproline), N(=C=O)C1=CC(=CC=C1)C (1-isocyanato-3-methylbenzene), COCCN (2-methoxyethylamine). Yields the product COCCNC(=O)C1N(CC(C1)=C)C(=O)NC1=CC(=CC=C1)C (N2-(2-methoxyethyl)-4-methylene-N1-(3-methylphenyl)-1,2-pyrrolidinedicarboxamide). Reaction SMILES: C(O[C:6]([N:8]1[CH2:15][C:14](=[CH2:16])[CH2:13][C@H:9]1[C:10]([OH:12])=O)=[O:7])(C)(C)C.[N:17]([C:20]1[CH:25]=[CH:24][CH:23]=[C:22]([CH3:26])[CH:21]=1)=C=O.[CH3:27][O:28][CH2:29][CH2:30][NH2:31]>>[CH3:27][O:28][CH2:29][CH2:30][NH:31][C:10]([CH:9]1[CH2:13][C:14](=[CH2:16])[CH2:15][N:8]1[C:6]([NH:17][C:20]1[CH:25]=[CH:24][CH:23]=[C:22]([CH3:26])[CH:21]=1)=[O:7])=[O:12]. Procedure details: Following the general method as outlined in Example 22, starting from 1-(tert-butoxycarbonyl)-4-methyleneproline, 1-isocyanato-3-methylbenzene, and 2-methoxyethylamine the title compound was obtained in 85% purity by LC/MS. MS(ESI+): m/z=318.0.